Dataset: the Open Reaction Database (ORD), a public repository of structured organic reaction records. Task: describe an organic reaction: reactants, conditions, products, and yield Reactants: SC1=C(C(=O)O)C=CC=N1 (2-Mercapto-nicotinic acid), BrCC (bromoethane). Product: C(C)SC1=C(C(=O)O)C=CC=N1 (2-ethylsulfanyl-nicotinic acid). The yield is 80.0%. Reaction SMILES: [SH:1][C:2]1[N:10]=[CH:9][CH:8]=[CH:7][C:3]=1[C:4]([OH:6])=[O:5].Br[CH2:12][CH3:13]>>[CH2:12]([S:1][C:2]1[N:10]=[CH:9][CH:8]=[CH:7][C:3]=1[C:4]([OH:6])=[O:5])[CH3:13]. Procedure: 2-Mercapto-nicotinic acid (2 g, 12.8 mmol) and bromoethane were reacted in the same manner as in Step A of Preparation Example 1 to obtain the title compound (1.9 g, 80%).